From a dataset of the Open Reaction Database (ORD), a public repository of structured organic reaction records. describe an organic reaction: reactants, conditions, products, and yield The reactants are O=C1CC(C(O1)OCCC1=CC=CC=C1)NC(=O)C1N(CCC1)C(C(C)NC(C1=CC(=C(C=C1)N)Cl)=O)=O (1-[2-(4-Amino-3-chloro-benzoylamino)-propionyl]-pyrrolidine-2-carboxylic acid (5-oxo-2-phenethyloxy-tetrahydro-furan-3-yl)-amide), C(C=C)OC(NC1C(OC(C1)=O)OCC)=O ((2-ethoxy-5-oxo-tetrahydro-furan-3-yl)-carbamic acid allyl ester), 97b. Yields the product C(C)OC1OC(CC1NC(=O)C1N(CCC1)C(C(C)NC(C1=CC(=C(C=C1)NC(C)=O)Cl)=O)=O)=O (1-[2-(4-Acetylamino-3-chloro-benzoylamino)-propionyl]-pyrrolidine-2-carboxylic acid (2-ethoxy-5-oxo-tetrahydro-furan-3-yl)-amide), solid. Isolated yield 18.0%. Reaction SMILES: [CH2:1]([O:4]C(=O)NC1CC(=O)OC1OCC)[CH:2]=C.[O:17]=[C:18]1[O:22][CH:21]([O:23][CH2:24][CH2:25]C2C=CC=CC=2)[CH:20]([NH:32][C:33]([CH:35]2[CH2:39][CH2:38][CH2:37][N:36]2[C:40](=[O:54])[CH:41]([NH:43][C:44](=[O:53])[C:45]2[CH:50]=[CH:49][C:48]([NH2:51])=[C:47]([Cl:52])[CH:46]=2)[CH3:42])=[O:34])[CH2:19]1>>[CH2:24]([O:23][CH:21]1[CH:20]([NH:32][C:33]([CH:35]2[CH2:39][CH2:38][CH2:37][N:36]2[C:40](=[O:54])[CH:41]([NH:43][C:44](=[O:53])[C:45]2[CH:50]=[CH:49][C:48]([NH:51][C:1](=[O:4])[CH3:2])=[C:47]([Cl:52])[CH:46]=2)[CH3:42])=[O:34])[CH2:19][C:18](=[O:17])[O:22]1)[CH3:25]. Reported procedure: Prepared from (2-ethoxy-5-oxo-tetrahydro-furan-3-yl)-carbamic acid allyl ester and 97b following the method used for 98a. The title compound was isolated as a white solid (51 mg, 18% yield). 1H-NMR (500 MHz, 1:1 CDCl3:CD3OD) δ 1.08-1.35 (m, 3H), 1.35-1.55 (m, 3H), 1.75-2.44 (m, 4H), 2.26 (s, 3H), 2.44-3.07 (m, 2H), 3.48-3.97 (m, 2H), 4.18-4.92 (m, 5H), 5.32 (d, 0.4H), 5.47 (d, 0.1H), 5.58 (d, 0.4H), 5.64 (d, 0.1H), 7.70-8.35 (m, 3H). Analytical HPLC 10.37, 10.54 min. LC-MS (ES+) m/e=509.2 (M+H+)... Starting materials: COCCl (chloromethyl methyl ether), CC(C)([O-])C.[K+] (potassium t-butoxide), COCCl (chloromethyl methyl ether), CC(C)([O-])C.[K+] (potassium t-butoxide), N(CCO)(CCO)CCO (triethanolamine), O1CCCC1 (tetrahydrofuran), O1CCCC1 (tetrahydrofuran), CO (methanol). Yields the product COCOCCN(CCOCOC)CCOCOC (tris(2-methoxymethoxyethyl)amine). Yield: 74.2%. Reaction SMILES: C[C:2](C)([O-:4])C.[K+].[N:7]([CH2:14][CH2:15][OH:16])([CH2:11][CH2:12][OH:13])[CH2:8][CH2:9][OH:10].[CH3:17][O:18][CH2:19]Cl.[CH3:21]O.[O:23]1[CH2:27]CC[CH2:24]1>>[CH3:17][O:18][CH2:19][O:10][CH2:9][CH2:8][N:7]([CH2:14][CH2:15][O:16][CH2:21][O:4][CH3:2])[CH2:11][CH2:12][O:13][CH2:24][O:23][CH3:27] |f:0.1|. Procedure details: To a suspension of 270.6 grams of potassium t-butoxide in 1,800 ml of tetrahydrofuran, 100.0 grams of triethanolamine in 200 ml of tetrahydrofuran was added dropwise over 10 minutes while stirring under ice cooling. After 40 minutes of stirring, 194.5 grams of chloromethyl methyl ether was added dropwise over 30 minutes while continuing stirring under ice cooling. After 30 minutes of stirring, 75.2 grams of potassium t-butoxide was added while continuing stirring under ice cooling. After 20 minu... Starting materials: CN(C)c1ccccn1, C(=NC1CCCCC1)=NC1CCCCC1, ClCCl, OCc1ccccc1, CC(C)(CCCCOc1ccc(OCCCCCn2ccnc2)cc1)C(=O)O. The product is CC(C)(CCCCOc1ccc(OCCCCCn2ccnc2)cc1)C(=O)OCc1ccccc1. Reaction SMILES: [CH3:37][N:38]([c:39]1[cH:40][cH:41][cH:42][cH:43][n:44]1)[CH3:45].[CH:46]1([N:47]=[C:48]=[N:49][CH:50]2[CH2:51][CH2:52][CH2:53][CH2:54][CH2:55]2)[CH2:56][CH2:57][CH2:58][CH2:59][CH2:60]1.[Cl:61][CH2:62][Cl:63].[OH:29][CH2:30][c:31]1[cH:32][cH:33][cH:34][cH:35][cH:36]1.[n:1]1([CH2:6][CH2:7][CH2:8][CH2:9][CH2:10][O:11][c:12]2[cH:13][cH:14][c:15]([O:16][CH2:17][CH2:18][CH2:19][CH2:20][C:21]([C:22](=[O:23])[OH:24])([CH3:25])[CH3:26])[cH:27][cH:28]2)[cH:2][n:3][cH:4][cH:5]1>>[n:1]1([CH2:6][CH2:7][CH2:8][CH2:9][CH2:10][O:11][c:12]2[cH:13][cH:14][c:15]([O:16][CH2:17][CH2:18][CH2:19][CH2:20][C:21]([C:22](=[O:23])[O:24][CH2:30][c:31]3[cH:32][cH:33][cH:34][cH:35][cH:36]3)([CH3:25])[CH3:26])[cH:27][cH:28]2)[cH:2][n:3][cH:4][cH:5]1. Starting materials: C(C)(=O)O[C@@H]1C[C@@H]2CC[C@H]3[C@@H]4CC[C@@H]([C@@]4(C)CC[C@@H]3[C@]2(CC1)CO[Si](C)(C)C)OC(C)=O (19-trimethylsiloxy-5α-androstane-3β,17β-diol diacetate), [H-].[Al+3].[Li+].[H-].[H-].[H-] (lithium aluminum hydride). Solvent: CCOCC (ether), CCOCC (ether). The product is C[Si](OC[C@]12CC[C@@H](C[C@@H]1CC[C@H]1[C@@H]3CC[C@@H]([C@@]3(C)CC[C@H]21)O)O)(C)C (19-trimethylsiloxy-5α-androstane-3β,17β-diol). RXN SMILES: C([O:4][C@H:5]1[CH2:22][CH2:21][C@@:20]2([CH2:23][O:24][Si:25]([CH3:28])([CH3:27])[CH3:26])[C@@H:7]([CH2:8][CH2:9][C@@H:10]3[C@@H:19]2[CH2:18][CH2:17][C@@:15]2([CH3:16])[C@H:11]3[CH2:12][CH2:13][C@@H:14]2[O:29]C(=O)C)[CH2:6]1)(=O)C.[H-].[Al+3].[Li+].[H-].[H-].[H-]>CCOCC>[CH3:27][Si:25]([CH3:26])([CH3:28])[O:24][CH2:23][C@@:20]12[C@@H:19]3[C@H:10]([C@H:11]4[C@@:15]([CH2:17][CH2:18]3)([CH3:16])[C@@H:14]([OH:29])[CH2:13][CH2:12]4)[CH2:9][CH2:8][C@H:7]1[CH2:6][C@@H:5]([OH:4])[CH2:22][CH2:21]2 |f:1.2.3.4.5.6|. Procedure: A solution of 19-trimethylsiloxy-5α-androstane-3β,17β-diol diacetate in ether is added to a lithium aluminum hydride suspension in ether. After refluxing for one hour, the excess hydride is destroyed with water. The ether solution is separated, dried over sodium sulfate and concentrated under vacuum. The residue which remains is crystallized from methanol to yield 19-trimethylsiloxy-5α-androstane-3β,17β-diol. Starting materials: NC1=C(C=CC=C1)O (aminophenol), amide, N([C@@H](C(C)(C)C)C(=O)O)C(=O)OC(C)(C)C (Boc-Tle-OH). Product: C(C)(C)(C)C=1C(=C(CN[C@H](C(=O)N(C)C)C(C)(C)C)C=CC1)O ((S)-2-((3-(tert-Butyl)-2-hydroxybenzyl)amino)-N,N,3,3-tetramethylbutanamide). As a reaction SMILES: N[C:2]1[CH:7]=[CH:6][CH:5]=[CH:4][C:3]=1[OH:8].[NH:9]([C:18](OC(C)(C)C)=O)[C@H:10]([C:15]([OH:17])=O)[C:11]([CH3:14])([CH3:13])[CH3:12]>>[C:11]([C:2]1[C:3]([OH:8])=[C:4]([CH:5]=[CH:6][CH:7]=1)[CH2:18][NH:9][C@@H:10]([C:11]([CH3:12])([CH3:13])[CH3:14])[C:15]([N:9]([CH3:18])[CH3:10])=[O:17])([CH3:14])([CH3:13])[CH3:12]. Procedure details: The title compound is prepared according to the representative synthesis of aminophenol 2g except for the following changes: 1) Initial amide formation carried out with Boc-Tle-OH instead of Boc-Val-OH. 2) The product from the reduction process is quenched with a saturated solution of aqueous NaHCO3 (formation of the HCl salt is omitted) and the desired product is purified by silica gel chromatography (9:1 hexanes:ethyl acetate to 6:1 hexanes:ethyl acetate to 4:1 hexanes:ethyl acetate) to afford... Reactants: FC1(CC=C(CN)C=C1)F (4-fluoro-4-fluorobenzylamine), ClC=1C2=C(N=C(N1)C=1C=NC=CC1)SC=C2C (4-chloro-2-(pyridin-3-yl)-5-methyl-thieno-[2,3-d]-pyrimidine). Yields the product N1=CC(=CC=C1)C=1N=C(C2=C(N1)SC=C2C)NCC2=CC=C(C=C2)F (2-(pyridin-3-yl)-4-(4-fluorobenzylamino)-5-methyl-thieno-[2,3-d]-pyrimidine). As a reaction SMILES: F[C:2]1([F:10])[CH:9]=[CH:8][C:5]([CH2:6][NH2:7])=[CH:4][CH2:3]1.Cl[C:12]1[C:13]2[C:26]([CH3:27])=[CH:25][S:24][C:14]=2[N:15]=[C:16]([C:18]2[CH:19]=[N:20][CH:21]=[CH:22][CH:23]=2)[N:17]=1>>[N:20]1[CH:21]=[CH:22][CH:23]=[C:18]([C:16]2[N:17]=[C:12]([NH:7][CH2:6][C:5]3[CH:4]=[CH:3][C:2]([F:10])=[CH:9][CH:8]=3)[C:13]3[C:26]([CH3:27])=[CH:25][S:24][C:14]=3[N:15]=2)[CH:19]=1. Procedure: With the procedure of Example 1, the reaction of 4-fluoro-4-fluorobenzylamine with 4-chloro-2-(pyridin-3-yl)-5-methyl-thieno-[2,3-d]-pyrimidine yields 2-(pyridin-3-yl)-4-(4-fluorobenzylamino)-5-methyl-thieno-[2,3-d]-pyrimidine. Starting materials: CCOC(C)=O, CCCCCC, O=C=Nc1ccc(F)cc1F, CCCCCCCNCCCCCCCCSc1nc(-c2ccccc2)c(-c2ccccc2)[nH]1. The product is CCCCCCCN(CCCCCCCCSc1nc(-c2ccccc2)c(-c2ccccc2)[nH]1)C(=O)Nc1ccc(F)cc1F. Reaction SMILES: [CH3:46][CH2:47][O:48][C:49](=[O:50])[CH3:51].[CH3:52][CH2:53][CH2:54][CH2:55][CH2:56][CH3:57].[F:35][c:36]1[c:37]([N:43]=[C:44]=[O:45])[cH:38][cH:39][c:40]([F:42])[cH:41]1.[c:1]1(-[c:7]2[n:8][c:9]([S:18][CH2:19][CH2:20][CH2:21][CH2:22][CH2:23][CH2:24][CH2:25][CH2:26][NH:27][CH2:28][CH2:29][CH2:30][CH2:31][CH2:32][CH2:33][CH3:34])[nH:10][c:11]2-[c:12]2[cH:13][cH:14][cH:15][cH:16][cH:17]2)[cH:2][cH:3][cH:4][cH:5][cH:6]1>>[c:1]1(-[c:7]2[nH:8][c:9]([S:18][CH2:19][CH2:20][CH2:21][CH2:22][CH2:23][CH2:24][CH2:25][CH2:26][N:27]([CH2:28][CH2:29][CH2:30][CH2:31][CH2:32][CH2:33][CH3:34])[C:44]([NH:43][c:37]3[c:36]([F:35])[cH:41][c:40]([F:42])[cH:39][cH:38]3)=[O:45])[n:10][c:11]2-[c:12]2[cH:13][cH:14][cH:15][cH:16][cH:17]2)[cH:2][cH:3][cH:4][cH:5][cH:6]1. Reactants: ClC1=C(C(=O)NC=2C=CC=C3C(C(=CNC23)C)=O)C(=CC=C1)Cl (8-(2,6-dichlorobenzoylamino)-1,4-dihydro-3-methyl-4-oxoquinoline), C([O-])([O-])=O.[K+].[K+] (potassium carbonate), C(C=CC1=CC=CC=C1)Br (cinnamyl bromide). The solvent is CN1C(CCC1)=O (N-methylpyrrolidone). Conditions: time 2.5 hour. Product: C(C=CC1=CC=CC=C1)OC1=C(C=NC2=C(C=CC=C12)NC(C1=C(C=CC=C1Cl)Cl)=O)C (4-cinnamyloxy-8-(2,6-dichlorobenzoylamino)-3-methylquinoline). The yield is 72.0%. As a reaction SMILES: [Cl:1][C:2]1[CH:22]=[CH:21][CH:20]=[C:19]([Cl:23])[C:3]=1[C:4]([NH:6][C:7]1[CH:8]=[CH:9][CH:10]=[C:11]2[C:16]=1[NH:15][CH:14]=[C:13]([CH3:17])[C:12]2=[O:18])=[O:5].C(=O)([O-])[O-].[K+].[K+].[CH2:30](Br)[CH:31]=[CH:32][C:33]1[CH:38]=[CH:37][CH:36]=[CH:35][CH:34]=1>CN1CCCC1=O>[CH2:30]([O:18][C:12]1[C:11]2[C:16](=[C:7]([NH:6][C:4](=[O:5])[C:3]3[C:19]([Cl:23])=[CH:20][CH:21]=[CH:22][C:2]=3[Cl:1])[CH:8]=[CH:9][CH:10]=2)[N:15]=[CH:14][C:13]=1[CH3:17])[CH:31]=[CH:32][C:33]1[CH:38]=[CH:37][CH:36]=[CH:35][CH:34]=1 |f:1.2.3|. Procedure: To a suspension of 8-(2,6-dichlorobenzoylamino)-1,4-dihydro-3-methyl-4-oxoquinoline (130 mg), potassium carbonate (155 mg) and N-methylpyrrolidone (3 ml) was added cinnamyl bromide (81.2 mg), and the mixture was stirred for 2.5 hours at ambient temperature. The mixture was extracted with ethyl acetate, and the extract was washed with water and brine, dried over magnesium sulfate and concentrated in vacuo. The residue was crystallized from ethanol to give 4-cinnamyloxy-8-(2,6-dichlorobenzoylamino... Reactants: O (Water), OC=1C=C2CC(N(C2=C(C1C)C)C=O)C (2,3-dihydro-5-hydroxy-2,6,7-trimethyl-1H-indole-1-carbaldehyde), ClCC(=C)C (3-chloro-2-methyl-1-propene), C([O-])([O-])=O.[K+].[K+] (potassium carbonate). Run in CN(C)C=O (DMF). Conditions: temperature 60 celsius, time 14 hour. Product: CC1N(C2=C(C(=C(C=C2C1)OCC(=C)C)C)C)C=O (2,3-Dihydro-2,6,7-trimethyl-5-[(2-methyl-2-propenyl)oxy]-1H-indole-1-carbaldehyde). The yield is 96.4%. RXN SMILES: [OH:1][C:2]1[CH:3]=[C:4]2[C:8](=[C:9]([CH3:12])[C:10]=1[CH3:11])[N:7]([CH:13]=[O:14])[CH:6]([CH3:15])[CH2:5]2.Cl[CH2:17][C:18]([CH3:20])=[CH2:19].C(=O)([O-])[O-].[K+].[K+].O>CN(C=O)C>[CH3:15][CH:6]1[CH2:5][C:4]2[C:8](=[C:9]([CH3:12])[C:10]([CH3:11])=[C:2]([O:1][CH2:19][C:18]([CH3:20])=[CH2:17])[CH:3]=2)[N:7]1[CH:13]=[O:14] |f:2.3.4|. Reported procedure: A suspension of 2,3-dihydro-5-hydroxy-2,6,7-trimethyl-1H-indole-1-carbaldehyde (0.5 g, 2.4 mmol), 3-chloro-2-methyl-1-propene (0.29 mL, 2.9 mmol) and potassium carbonate (0.50 g, 3.6 mmol) in DMF (6 mL) was stirred at 60° C. for 14 hours under the nitrogen atmosphere. Water was added to the reaction mixture, and the mixture was extracted with ethyl acetate two times. The combined organic layers were washed with water and saturated brine, dried over magnesium sulfate, filtered, and concentrated u...